describe an organic reaction: reactants, conditions, products, and yield From a dataset of the Open Reaction Database (ORD), a public repository of structured organic reaction records. Reactants: C(OCC(F)F)(OC)=O (2,2-Difluoroethyl Methyl Carbonate), C(OCCC)(=O)Cl (propyl chlorocarbonate), C(OC)(=O)Cl (methyl chlorocarbonate). Yields the product C(OCC(F)F)(OCCC)=O (2,2-Difluoroethyl n-propyl carbonate). Reaction SMILES: [C:1](=[O:9])([O:7][CH3:8])[O:2][CH2:3][CH:4]([F:6])[F:5].C(Cl)(=O)O[CH2:12][CH2:13]C.C(Cl)(=O)OC>>[C:1](=[O:9])([O:7][CH2:8][CH2:12][CH3:13])[O:2][CH2:3][CH:4]([F:6])[F:5]. Reported procedure: 2,2-Difluoroethyl n-propyl carbonate was prepared as in [Synthesis of 2,2-Difluoroethyl Methyl Carbonate] of Example IV-1, except that propyl chlorocarbonate (7.4 g, 0.073 mol) was substituted for methyl chlorocarbonate (6.9 g, 0.073 mol).